Dataset: the Open Reaction Database (ORD), a public repository of structured organic reaction records. Task: describe an organic reaction: reactants, conditions, products, and yield Procedure details: To a solution of bis(4-chlorophenyl)methyl quinuclidine-3-carboxylate (45 mg, 0.11 mmol, prepared as in example 6) in EtOAc (1.6 ml), 2-chloro-1-(thiophen-2-yl)ethanone (20.0 mg, 0.13 mmol) was added. The reaction was stirred at room temperature for 16 hours. Solvent was removed, and the crude was purified by preparative HPLC to afford 3-((bis(4-chlorophenyl)methoxy)-carbonyl)-1-(2-oxo-2-(thiophen-2-yl)ethyl)-1-azoniabicyclo[2.2.2]octane chloride (16 mg, racemic mixture). Reactants: N12CC(C(CC1)CC2)C(=O)OC(C2=CC=C(C=C2)Cl)C2=CC=C(C=C2)Cl (bis(4-chlorophenyl)methyl quinuclidine-3-carboxylate), ClCC(=O)C=1SC=CC1 (2-chloro-1-(thiophen-2-yl)ethanone). Reaction conditions: time 16 hour. Reaction SMILES: [N:1]12[CH2:8][CH2:7][CH:4]([CH2:5][CH2:6]1)[CH:3]([C:9]([O:11][CH:12]([C:20]1[CH:25]=[CH:24][C:23]([Cl:26])=[CH:22][CH:21]=1)[C:13]1[CH:18]=[CH:17][C:16]([Cl:19])=[CH:15][CH:14]=1)=[O:10])[CH2:2]2.Cl[CH2:28][C:29]([C:31]1[S:32][CH:33]=[CH:34][CH:35]=1)=[O:30]>CCOC(C)=O>[Cl-:19].[Cl:26][C:23]1[CH:22]=[CH:21][C:20]([CH:12]([C:13]2[CH:18]=[CH:17][C:16]([Cl:19])=[CH:15][CH:14]=2)[O:11][C:9]([CH:3]2[CH:4]3[CH2:5][CH2:6][N+:1]([CH2:28][C:29](=[O:30])[C:31]4[S:32][CH:33]=[CH:34][CH:35]=4)([CH2:8][CH2:7]3)[CH2:2]2)=[O:10])=[CH:25][CH:24]=1 |f:3.4|. Product: [Cl-].ClC1=CC=C(C=C1)C(OC(=O)C1C[N+]2(CCC1CC2)CC(C=2SC=CC2)=O)C2=CC=C(C=C2)Cl (3-((bis(4-chlorophenyl)methoxy)-carbonyl)-1-(2-oxo-2-(thiophen-2-yl)ethyl)-1-azoniabicyclo[2.2.2]octane chloride). Run in CCOC(=O)C (EtOAc). The yield is 52.8%. Reactants: NC1=C(C(NC(=C1)C(C)C)=O)[N+](=O)[O-] (4-amino-6-isopropyl-3-nitro-1H-pyridin-2-one), O=P(Cl)(Cl)Cl (POCl3). Product: ClC1=NC(=CC(=C1)N)C(C)C (2-chloro-6-isopropyl-pyridin-4-ylamine). Reaction SMILES: [NH2:1][C:2]1[CH:7]=[C:6]([CH:8]([CH3:10])[CH3:9])[NH:5][C:4](=O)[C:3]=1[N+]([O-])=O.O=P(Cl)(Cl)[Cl:17]>>[Cl:17][C:4]1[CH:3]=[C:2]([NH2:1])[CH:7]=[C:6]([CH:8]([CH3:10])[CH3:9])[N:5]=1. Procedure details: A mixture of 4-amino-6-isopropyl-3-nitro-1H-pyridin-2-one (555 mg, 2.81 mmol) in POCl3 (10 mL) is stirred at reflux under N2 for 1.5 h. After cooling, the solution is concentrated in vacuo. The reaction flask is then placed in an ice bath, and crushed ice (˜20 g) is added to the residue. The mixture is swirled vigorously for several minutes and then stirred at room temperature for 30 min. The mixture is then extracted with EtOAc. The extract is washed with an additional 20 mL of H2O. The aqueous... The reactants are CN1C(=NN=C1C1=C(C=CC=C1)C(F)(F)F)C12CCC(CC1)(CC2)C(=O)OC (methyl 4-{4-methyl-5-[2-(trifluoromethyl)phenyl]-4H-1,2,4-triazol-3-yl}bicyclo[2.2.2]octane-1-carboxylate), [OH-].[K+] (KOH). As a reaction SMILES: [CH3:1][N:2]1[C:6]([C:7]2[CH:12]=[CH:11][CH:10]=[CH:9][C:8]=2[C:13]([F:16])([F:15])[F:14])=[N:5][N:4]=[C:3]1[C:17]12[CH2:24][CH2:23][C:20]([C:25]([O:27]C)=[O:26])([CH2:21][CH2:22]1)[CH2:19][CH2:18]2.[OH-].[K+]>O.CO>[CH3:1][N:2]1[C:6]([C:7]2[CH:12]=[CH:11][CH:10]=[CH:9][C:8]=2[C:13]([F:14])([F:16])[F:15])=[N:5][N:4]=[C:3]1[C:17]12[CH2:24][CH2:23][C:20]([C:25]([OH:27])=[O:26])([CH2:21][CH2:22]1)[CH2:19][CH2:18]2 |f:1.2,3.4|. Yields the product CN1C(=NN=C1C1=C(C=CC=C1)C(F)(F)F)C12CCC(CC1)(CC2)C(=O)O (4-{4-methyl-5-[2-(trifluoromethyl)phenyl]-4H-1,2,4-triazol-3-yl}bicyclo[2.2.2]octane-1-carboxylic acid). Solvent: O.CO (H2O MeOH). Procedure: A solution of methyl ester 1-C (1.19 g, 3.0 mmol) in 5% H2O/MeOH (30 ml) was treated with KOH (0.51 g, 9.1 mmol) at 60° C. under a nitrogen atmosphere for 18 h. The resulting mixture was concentrated, diluted with water (150 ml), washed with EtOAc and acidified with aqueous HCl (1 N) to pH=3. The precipitate was filtered, washed with a small amount of water and ether and dried under vacuum to yield 1-D as a pink solid. MS (ESI+)=380.18; 1H NMR (500 MHz, CD3OD): δ 7.95-7.93 (m, 1 H), 7.86-7.82 (m... Reactants: OC1C(C=NC2=CC=CN=C12)C(=O)OCC (Ethyl 4-hydroxy-3,4-dihydro-1,5-naphthyridine-3-carboxylate), Cl (hydrochloric acid). Solvent: [OH-].[Na+] (sodium hydroxide). Product: OC1C(C=NC2=CC=CN=C12)C(=O)O (4-hydroxy-3,4-dihydro-1,5-naphthyridine-3-carboxylic acid). Reaction SMILES: [OH:1][CH:2]1[C:11]2[C:6](=[CH:7][CH:8]=[CH:9][N:10]=2)[N:5]=[CH:4][CH:3]1[C:12]([O:14]CC)=[O:13].Cl>[OH-].[Na+]>[OH:1][CH:2]1[C:11]2[C:6](=[CH:7][CH:8]=[CH:9][N:10]=2)[N:5]=[CH:4][CH:3]1[C:12]([OH:14])=[O:13] |f:2.3|. Reported procedure: Ethyl 4-hydroxy-3,4-dihydro-1,5-naphthyridine-3-carboxylate (1.8 g, 8.2 mmol) was dissolved in 4% aqueous sodium hydroxide (80 ml). The reaction mixture was heated to reflux for 4 hours, cooled to room temperature, and then adjusted to pH=4 with 2N hydrochloric acid. The reaction mixture was filtered to give 4-hydroxy-3,4-dihydro-1,5-naphthyridine-3-carboxylic acid. The reactants are C(C)OC(C([O-])=C1C([C@@H]2C[C@@H]2C1)=O)=O.[K+] (potassium 2-ethoxy-2-oxo-1-((1R,5R)-2-oxobicyclo[3.1.0]hexan-3-ylidene)ethanolate), O=S1(CC(CC1)NN)=O ((1,1-dioxo-tetrahydrothiophen-3-yl)hydrazine). The product is O=S1(CC(CC1)N1N=C(C=2C[C@@H]3[C@H](C12)C3)C(=O)O)=O ((1aR,5aR)-2-(1,1-Dioxo-tetrahydrothiophen-3-yl)-1a,2,5,5a-tetrahydro-1H-2,3-diaza-cyclopropa[a]pentalene-4-carboxylic acid). Reaction SMILES: C([O:3][C:4](=[O:14])[C:5](=[C:7]1[CH2:12][C@@H:11]2[C@@H:9]([CH2:10]2)[C:8]1=O)[O-])C.[K+].[O:16]=[S:17]1(=[O:24])[CH2:21][CH2:20][CH:19]([NH:22][NH2:23])[CH2:18]1>>[O:16]=[S:17]1(=[O:24])[CH2:21][CH2:20][CH:19]([N:22]2[C:8]3[C@@H:9]4[CH2:10][C@@H:11]4[CH2:12][C:7]=3[C:5]([C:4]([OH:3])=[O:14])=[N:23]2)[CH2:18]1 |f:0.1|. Reported procedure: (1aR,5aR)-2-(1,1-Dioxo-tetrahydrothiophen-3-yl)-1a,2,5,5a-tetrahydro-1H-2,3-diaza-cyclopropa[a]pentalene-4-carboxylic acid was prepared in a manner similar to that described in Method C and D using potassium 2-ethoxy-2-oxo-1-((1R,5R)-2-oxobicyclo[3.1.0]hexan-3-ylidene)ethanolate and (1,1-dioxo-tetrahydrothiophen-3-yl)hydrazine. Reactants: FC1=CC=CC=2C3=C(N=NC12)C(N(N3)C3=CC=C(C(=O)Cl)C=C3)=O (4-(6-fluoro-3-oxo-1,3-dihydro-2H-pyrazolo[4,3-c]cinnolin-2-yl)benzoyl chloride), NC1CC(N(C(C1)(C)C)C)(C)C (4-amino-1,2,2,6,6-pentamethylpiperidine), O (Water), C(C)(C)N(CC)C(C)C (Diisopropylethylamine). The solvent is CC(=O)N(C)C (DMA), C(CCC)O (n-butanol). Reaction conditions: time 8 hour. The product is FC1=CC=CC=2C3=C(N=NC12)C(N(N3)C3=CC=C(C(=O)NC1CC(N(C(C1)(C)C)C)(C)C)C=C3)=O (4-(6-fluoro-3-oxo-1,3-dihydro-2H-pyrazolo[4,3-c]cinnolin-2-yl)-N-(1,2,2,6,6-pentamethylpiperidine-4-yl)benzamide), solid. The yield is 36.2%. RXN SMILES: [F:1][C:2]1[C:11]2[N:10]=[N:9][C:8]3[C:12](=[O:24])[N:13]([C:15]4[CH:23]=[CH:22][C:18]([C:19](Cl)=[O:20])=[CH:17][CH:16]=4)[NH:14][C:7]=3[C:6]=2[CH:5]=[CH:4][CH:3]=1.C(N(C(C)C)CC)(C)C.[NH2:34][CH:35]1[CH2:40][C:39]([CH3:42])([CH3:41])[N:38]([CH3:43])[C:37]([CH3:45])([CH3:44])[CH2:36]1.O>CC(N(C)C)=O.C(O)CCC>[F:1][C:2]1[C:11]2[N:10]=[N:9][C:8]3[C:12](=[O:24])[N:13]([C:15]4[CH:23]=[CH:22][C:18]([C:19]([NH:34][CH:35]5[CH2:36][C:37]([CH3:44])([CH3:45])[N:38]([CH3:43])[C:39]([CH3:42])([CH3:41])[CH2:40]5)=[O:20])=[CH:17][CH:16]=4)[NH:14][C:7]=3[C:6]=2[CH:5]=[CH:4][CH:3]=1. Procedure details: 4-(6-fluoro-3-oxo-1,3-dihydro-2H-pyrazolo[4,3-c]cinnolin-2-yl)benzoyl chloride (100 mg, 0.29 mmol) was dissolved in anhydrous DMA (2 ml). Diisopropylethylamine (75 mg, 101 μl, 0.58 mmol) was added followed by 4-amino-1,2,2,6,6-pentamethylpiperidine (49 mg, 0.29 mmol). The mixture was stirred overnight. Water (5 ml) and n-butanol (5 ml) were added. The phases were separated. The organic phase was washed with water (2×5 ml) and the solution was concentrated under vacuum. The title compound was iso... The reactants are N#Cc1ccc(C2CCC(O)CC2)cc1, CCCCCC1CCC(c2ccc(-c3ccc(C(=O)O)cc3)cc2)CC1, CN(C)c1ccncc1, C(=NC1CCCCC1)=NC1CCCCC1, ClCCl. Yields the product CCCCCC1CCC(c2ccc(-c3ccc(C(=O)OC4CCC(c5ccc(C#N)cc5)CC4)cc3)cc2)CC1. RXN SMILES: [C:1](#[N:2])[c:3]1[cH:4][cH:5][c:6]([CH:9]2[CH2:10][CH2:11][CH:12]([OH:15])[CH2:13][CH2:14]2)[cH:7][cH:8]1.[CH2:16]([CH2:17][CH2:18][CH2:19][CH3:20])[CH:21]1[CH2:22][CH2:23][CH:24]([c:27]2[cH:28][cH:29][c:30](-[c:33]3[cH:34][cH:35][c:36]([C:39](=[O:40])[OH:41])[cH:37][cH:38]3)[cH:31][cH:32]2)[CH2:25][CH2:26]1.[CH3:57][N:58]([CH3:59])[c:60]1[cH:61][cH:62][n:63][cH:64][cH:65]1.[CH:42]1([N:43]=[C:44]=[N:45][CH:46]2[CH2:47][CH2:48][CH2:49][CH2:50][CH2:51]2)[CH2:52][CH2:53][CH2:54][CH2:55][CH2:56]1.[Cl:66][CH2:67][Cl:68]>>[C:1](#[N:2])[c:3]1[cH:4][cH:5][c:6]([CH:9]2[CH2:10][CH2:11][CH:12]([O:15][C:39]([c:36]3[cH:35][cH:34][c:33](-[c:30]4[cH:29][cH:28][c:27]([CH:24]5[CH2:23][CH2:22][CH:21]([CH2:16][CH2:17][CH2:18][CH2:19][CH3:20])[CH2:26][CH2:25]5)[cH:32][cH:31]4)[cH:38][cH:37]3)=[O:40])[CH2:13][CH2:14]2)[cH:7][cH:8]1.